Dataset: the Open Reaction Database (ORD), a public repository of structured organic reaction records. Task: describe an organic reaction: reactants, conditions, products, and yield Reactants: C(CS)(=O)OCC (Ethyl thioglycolate), C(C)(C)(C)OC(NCCNC1=NC(=NC=C1C(NC1=CC=C(C=C1)F)=O)S(=O)(=O)C)=O ({2-[5-(4-fluorophenylcarbamoyl)-2-methylsulfonyl-pyrimidin-4-ylamino]-ethyl}carbamic acid tert-butyl ester), CCN(C(C)C)C(C)C (DIPEA). Solvent: CN(C)C=O (DMF), C(C)(=O)OCC (ethyl acetate). Conditions: time 8 hour. The product is C(C)OC(CSC1=NC=C(C(=N1)NCCNC(=O)OC(C)(C)C)C(NC1=CC=C(C=C1)F)=O)=O ([4-(2-tert-Butoxycarbonylaminoethylamino)-5-(4-fluorophenylcarbamoyl)pyrimidin-2-ylsulfanyl]acetic acid ethyl ester). Isolated yield 58.3%. Reaction SMILES: [C:1]([O:5][CH2:6][CH3:7])(=[O:4])[CH2:2][SH:3].[C:8]([O:12][C:13](=[O:38])[NH:14][CH2:15][CH2:16][NH:17][C:18]1[C:23]([C:24](=[O:33])[NH:25][C:26]2[CH:31]=[CH:30][C:29]([F:32])=[CH:28][CH:27]=2)=[CH:22][N:21]=[C:20](S(C)(=O)=O)[N:19]=1)([CH3:11])([CH3:10])[CH3:9].CCN(C(C)C)C(C)C>CN(C=O)C.C(OCC)(=O)C>[CH2:6]([O:5][C:1](=[O:4])[CH2:2][S:3][C:20]1[N:19]=[C:18]([NH:17][CH2:16][CH2:15][NH:14][C:13]([O:12][C:8]([CH3:11])([CH3:10])[CH3:9])=[O:38])[C:23]([C:24](=[O:33])[NH:25][C:26]2[CH:31]=[CH:30][C:29]([F:32])=[CH:28][CH:27]=2)=[CH:22][N:21]=1)[CH3:7]. Procedure: Ethyl thioglycolate (73 μL, 0.66 mmol) was added to a solution of {2-[5-(4-fluorophenylcarbamoyl)-2-methylsulfonyl-pyrimidin-4-ylamino]-ethyl}carbamic acid tert-butyl ester (0.30 g, 0.66 mmol) and DIPEA (117 μL, 0.66 mmol) in DMF (1.5 mL). The resulting solution was stirred under N2 overnight. The reaction mixture was then diluted with ethyl acetate (20 mL) and washed with water (10 mL), 1 N HCl (3×10 mL), water (10 mL), saturated NaHCO3 (3×10 mL), water (10 mL), saturated NaCl (20 mL) and dried... The reactants are FC1=CC=C(C=C1)N1CCN(CC1)S(=O)(=O)\C=C\C#CCC1=CC=CC=C1 (1-(4-fluorophenyl)-4-{[(1E)-5-phenyl-1-penten-3-ynyl]sulfonyl}piperazine), NO (hydroxylamine). Solvent: CCOC(=O)C (EtOAc), C1CCOC1 (THF). Conditions: temperature 60 celsius. Yields the product FC1=CC=C(C=C1)N1CCN(CC1)S(=O)(=O)CC(C#CCC1=CC=CC=C1)NO (1-(4-fluorophenyl)-4-{[2-(hydroxyamino)-5-phenyl-3-pentynyl]sulfonyl}piperazine). Yield: 29.9%. As a reaction SMILES: [F:1][C:2]1[CH:7]=[CH:6][C:5]([N:8]2[CH2:13][CH2:12][N:11]([S:14](/[CH:17]=[CH:18]/[C:19]#[C:20][CH2:21][C:22]3[CH:27]=[CH:26][CH:25]=[CH:24][CH:23]=3)(=[O:16])=[O:15])[CH2:10][CH2:9]2)=[CH:4][CH:3]=1.[NH2:28][OH:29]>C1COCC1.CCOC(C)=O>[F:1][C:2]1[CH:3]=[CH:4][C:5]([N:8]2[CH2:13][CH2:12][N:11]([S:14]([CH2:17][CH:18]([NH:28][OH:29])[C:19]#[C:20][CH2:21][C:22]3[CH:23]=[CH:24][CH:25]=[CH:26][CH:27]=3)(=[O:16])=[O:15])[CH2:10][CH2:9]2)=[CH:6][CH:7]=1. Reported procedure: To a solution of 1-(4-fluorophenyl)-4-{[(1E)-5-phenyl-1-penten-3-ynyl]sulfonyl}piperazine (155 mg; 0.40 mmol) in THF (8 mL) was added hydroxylamine (0.71 mL; 12.1 mmol). The reaction mixture was heated at 60° C. for 1 h. It was then diluted with EtOAc, washed with brine, dried over magnesium sulfate, filtrated and concentrated. Purification of the crude (135 mg) by flash chromatography on silica gave the title compound (50 mg, 30% yield). HPLC, Rt: 3.84 min (purity: 94.5%). LC/MS, M+(ESI): 418.3...